describe an organic reaction: reactants, conditions, products, and yield From a dataset of the Open Reaction Database (ORD), a public repository of structured organic reaction records. Starting materials: CC1=CC=C(C(N1CC(=O)O)=O)NS(=O)(=O)CC1=CC(=CC=C1)C(F)(F)F (2-[6-methyl-2-oxo-3-({[3-(trifluoromethyl)benzyl]sulfonyl}amino)-1(2H)-pyridinyl]acetic acid), Br.Br.S1C(=NC2=C1CC(CC2)N)N (4,5,6,7-tetrahydro-1,3-benzothiazol-2,6-diamine dihydrobromide). Product: NC=1SC2=C(N1)CCC(C2)NC(CN2C(C(=CC=C2C)NS(=O)(=O)CC2=CC(=CC=C2)C(F)(F)F)=O)=O ((±)-N-(2-amino-4,5,6,7-tetrahydro-1,3 -benzothiazol-6-yl)-2-[6-methyl-2-oxo-3-({[3-(trifluoromethyl)benzyl]sulfonyl}amino)-1(2 H)-pyridinyl]acetamide). Reaction SMILES: [CH3:1][C:2]1[N:7]([CH2:8][C:9](O)=[O:10])[C:6](=[O:12])[C:5]([NH:13][S:14]([CH2:17][C:18]2[CH:23]=[CH:22][CH:21]=[C:20]([C:24]([F:27])([F:26])[F:25])[CH:19]=2)(=[O:16])=[O:15])=[CH:4][CH:3]=1.Br.Br.[S:30]1[C:34]2[CH2:35][CH:36]([NH2:39])[CH2:37][CH2:38][C:33]=2[N:32]=[C:31]1[NH2:40]>>[NH2:40][C:31]1[S:30][C:34]2[CH2:35][CH:36]([NH:39][C:9](=[O:10])[CH2:8][N:7]3[C:2]([CH3:1])=[CH:3][CH:4]=[C:5]([NH:13][S:14]([CH2:17][C:18]4[CH:23]=[CH:22][CH:21]=[C:20]([C:24]([F:26])([F:25])[F:27])[CH:19]=4)(=[O:15])=[O:16])[C:6]3=[O:12])[CH2:37][CH2:38][C:33]=2[N:32]=1 |f:1.2.3|. Procedure details: The title compound was prepared from 2-[6-methyl-2-oxo-3-({[3-(trifluoromethyl)benzyl]sulfonyl}amino)-1(2H)-pyridinyl]acetic acid and 4,5,6,7-tetrahydro-1,3-benzothiazol-2,6-diamine dihydrobromide using the procedure of EXAMPLE 1 (STEP 6), and was obtained as a white solid compound. The product is CCOC(=Cc1ccc(OCc2nc(-c3ccccc3C)oc2C)cc1C)C(=O)O. Starting materials: CCOC(=O)C(=Cc1ccc(OCc2nc(-c3ccccc3C)oc2C)cc1C)OCC, C1CCOC1, CCCCCCC, CO, ClCCl, [Na+], [OH-]. As a reaction SMILES: [CH2:1]([CH3:2])[O:3][C:4]([C:5](=[CH:6][c:7]1[c:8]([CH3:28])[cH:9][c:10]([O:13][CH2:14][c:15]2[n:16][c:17](-[c:21]3[c:22]([CH3:27])[cH:23][cH:24][cH:25][cH:26]3)[o:18][c:19]2[CH3:20])[cH:11][cH:12]1)[O:29][CH2:30][CH3:31])=[O:32].[CH2:45]1[O:46][CH2:47][CH2:48][CH2:49]1.[CH3:35][CH2:36][CH2:37][CH2:38][CH2:39][CH2:40][CH3:41].[CH3:50][OH:51].[Cl:42][CH2:43][Cl:44].[Na+:34].[OH-:33]>>[O:3]=[C:4]([C:5](=[CH:6][c:7]1[c:8]([CH3:28])[cH:9][c:10]([O:13][CH2:14][c:15]2[n:16][c:17](-[c:21]3[c:22]([CH3:27])[cH:23][cH:24][cH:25][cH:26]3)[o:18][c:19]2[CH3:20])[cH:11][cH:12]1)[O:29][CH2:30][CH3:31])[OH:32].